From a dataset of the Open Reaction Database (ORD), a public repository of structured organic reaction records. describe an organic reaction: reactants, conditions, products, and yield Starting materials: COC1=CC2=C(CC(NC=C2)=O)C=C1OC (7,8-dimethoxy-1,3-dihydro-2H-3-benzazepin-2-one), BrCCCCl (1-bromo-3-chloropropane), ice water, CC(C)([O-])C.[K+] (potassium tert.butoxide). The solvent is CS(=O)C (dimethylsulfoxide), CS(=O)C (dimethylsulfoxide). The product is COC1=CC2=C(CC(N(C=C2)CCCCl)=O)C=C1OC (1-(7,8-Dimethoxy-1,3-dihydro-2H-3-benzazepin-2-on-3-yl)-3-chloro-propane). RXN SMILES: [CH3:1][O:2][C:3]1[C:14]([O:15][CH3:16])=[CH:13][C:6]2[CH2:7][C:8](=[O:12])[NH:9][CH:10]=[CH:11][C:5]=2[CH:4]=1.CC(C)([O-])C.[K+].Br[CH2:24][CH2:25][CH2:26][Cl:27]>CS(C)=O>[CH3:1][O:2][C:3]1[C:14]([O:15][CH3:16])=[CH:13][C:6]2[CH2:7][C:8](=[O:12])[N:9]([CH2:24][CH2:25][CH2:26][Cl:27])[CH:10]=[CH:11][C:5]=2[CH:4]=1 |f:1.2|. Reported procedure: First 7,8-dimethoxy-1,3-dihydro-2H-3-benzazepin-2-one (131.5 g, 0.6 mol) is suspended in dimethylsulfoxide (900 ml) and mixed with potassium tert.butoxide (80.8 g, 0.72 mol) with stirring. After 10 minutes the solution obtained is added dropwise to 1-bromo-3-chloropropane (77 ml, 0.72 mol) in dimethylsulfoxide (300 ml), while cooling with ice water. After an hour the mixture is poured onto ice water. After a short time the greasy precipitate begins to crystallize. The precipitate is suction filt... Reactants: CS(=O)(=O)Cl (methanesulfonyl chloride), ClCC([C@]1([C@@H](C[C@H]2[C@@H]3CCC4=CC(C=C[C@]4(C)[C@]3([C@H](C[C@]12C)O)F)=O)OCCO)O)=O (21-chloro-9-fluoro-11β,17-dihydroxy-16α-(2-hydroxyethoxy)pregna-1,4-diene-3,20-dione), Cl (hydrochloric acid). Run in N1=CC=CC=C1 (pyridine). Product: ClCC([C@]1([C@@H](C[C@H]2[C@@H]3CCC4=CC(C=C[C@]4(C)[C@]3([C@H](C[C@]12C)O)F)=O)OCCOS(=O)(=O)C)O)=O (21-Chloro-9-fluoro-11β,17-dihydroxy-16α-(2-mesyloxyethoxy)pregna-1,4-diene-3,20-dione). Reaction SMILES: [Cl:1][CH2:2][C:3](=[O:31])[C@:4]1([OH:30])[C@:21]2([CH3:22])[C@H:7]([C@H:8]3[C@:18]([F:24])([C@@H:19]([OH:23])[CH2:20]2)[C@:16]2([CH3:17])[C:11](=[CH:12][C:13](=[O:25])[CH:14]=[CH:15]2)[CH2:10][CH2:9]3)[CH2:6][C@H:5]1[O:26][CH2:27][CH2:28][OH:29].[CH3:32][S:33](Cl)(=[O:35])=[O:34].Cl>N1C=CC=CC=1>[Cl:1][CH2:2][C:3](=[O:31])[C@:4]1([OH:30])[C@:21]2([CH3:22])[C@H:7]([C@H:8]3[C@:18]([F:24])([C@@H:19]([OH:23])[CH2:20]2)[C@:16]2([CH3:17])[C:11](=[CH:12][C:13](=[O:25])[CH:14]=[CH:15]2)[CH2:10][CH2:9]3)[CH2:6][C@H:5]1[O:26][CH2:27][CH2:28][O:29][S:33]([CH3:32])(=[O:35])=[O:34]. Reported procedure: A solution of 1.5 g of 21-chloro-9-fluoro-11β,17-dihydroxy-16α-(2-hydroxyethoxy)pregna-1,4-diene-3,20-dione in 25 ml of pyridine is cooled to 0°C and 0.6 ml of methanesulfonyl chloride is added. After 2 hours the mixture is poured into cold dilute hydrochloric acid and extracted with chloroform. The chloroform solution is dried and evaporated in vacuo to 2.0 g of crude mesylate. Reactants: ON1C(CC(CC1(C)C)O)(C)C (1-oxyl-2,2,6,6-tetramethyl-4-hydroxypiperidine), N(=O)OC(C)(C)C (tert-butyl nitrite), BrC1=C(N)C=CC(=C1)Br (2,4-dibromoaniline). The reagents and catalysts are [Cu](F)F (copper(II) fluoride). Solvent: N1=CC=CC=C1 (pyridine). The product is BrC1=C(ON2C(CC(CC2(C)C)O)(C)C)C=CC(=C1)Br (1-(2,4-Dibromophenoxy)-4-hydroxy-2,2,6,6-tetramethylpiperidine). The yield is 56.4%. Reaction SMILES: [OH:1][N:2]1[C:7]([CH3:9])([CH3:8])[CH2:6][CH:5]([OH:10])[CH2:4][C:3]1([CH3:12])[CH3:11].N(OC(C)(C)C)=O.[Br:20][C:21]1[CH:27]=[C:26]([Br:28])[CH:25]=[CH:24][C:22]=1N>[Cu](F)F.N1C=CC=CC=1>[Br:20][C:21]1[CH:27]=[C:26]([Br:28])[CH:25]=[CH:24][C:22]=1[O:1][N:2]1[C:7]([CH3:8])([CH3:9])[CH2:6][CH:5]([OH:10])[CH2:4][C:3]1([CH3:12])[CH3:11]. Reported procedure: The procedure of Example 1 is repeated using 12.8 g (74 mmol) of 1-oxyl-2,2,6,6-tetramethyl-4-hydroxypiperidine, 14.23 g (138 mmol) of tert-butyl nitrite, 0.73 g (0.74 mmol) of copper(II) fluoride, 200 mL of pyridine and 8.56 g (92 mmol) of 2,4-dibromoaniline at 65° C. The crude product obtained is purified by vacuum flash chromatography (5% ethyl acetate/heptane) to give 17 g of the title compound as a yellowish solid solid in 63.5% yield. The structure is confirmed by 1Hnmr analysis.